This data is from the Open Reaction Database (ORD), a public repository of structured organic reaction records. The task is: describe an organic reaction: reactants, conditions, products, and yield The reactants are [H-].[H-].[H-].[H-].[Li+].[Al+3] (LiAlH4), [Si](C)(C)(C(C)(C)C)O[C@@H]1CO[C@H]2[C@@H]1OCC2CC(=O)OCC (ethyl 2-((3aR,6R,6aS)-6-((tert-butyldimethylsilyl)oxy)hexahydrofuro[3,2-b]furan-3-yl)acetate). Solvent: C1CCOC1 (THF). Reaction conditions: time 2 hour. Yields the product [Si](C)(C)(C(C)(C)C)O[C@@H]1CO[C@H]2[C@@H]1OCC2CCO (2-((3aR,6R,6aS)-6-((tert-butyldimethylsilyl)oxy)hexahydrofuro[3,2-b]furan-3-yl)ethanol). RXN SMILES: [H-].[H-].[H-].[H-].[Li+].[Al+3].[Si:7]([O:14][C@H:15]1[C@H:19]2[O:20][CH2:21][CH:22]([CH2:23][C:24](OCC)=[O:25])[C@H:18]2[O:17][CH2:16]1)([C:10]([CH3:13])([CH3:12])[CH3:11])([CH3:9])[CH3:8]>C1COCC1>[Si:7]([O:14][C@H:15]1[C@H:19]2[O:20][CH2:21][CH:22]([CH2:23][CH2:24][OH:25])[C@H:18]2[O:17][CH2:16]1)([C:10]([CH3:13])([CH3:12])[CH3:11])([CH3:9])[CH3:8] |f:0.1.2.3.4.5|. Procedure: LiAlH4 (1.077 ml, 1.077 mmol) was added to a stirred, cooled (0° C.) mixture of ethyl 2-((3aR,6R,6aS)-6-((tert-butyldimethylsilyl)oxy)hexahydrofuro[3,2-b]furan-3-yl)acetate (178 mg, 0.539 mmol) in THF (5 ml) and the mixture was stirred at room temperature for 2 h. The reaction mixture was quenched with 1N NaOH (1 mL), stirred for 10 minutes, filtered through Celite™ and washed with EtOAc (50 mL). The solution was washed with brine (20 mL), dried (Na2SO4) and concentrated to dryness to give title... Reactants: C(C)[Zn]CC (diethylzinc), C(C)(=O)OC1=CC=C(C=C)C=C1 (4-acetoxystyrene), ICI (diiodomethane). Run in C1(=CC=CC=C1)C (toluene). Reaction conditions: time 5 hour. Product: C1(CC1)C1=CC=C(C=C1)OC(C)=O (acetic acid 4-cyclopropyl-phenyl ester). Yield: 83.1%. As a reaction SMILES: [CH2:1]([Zn]CC)C.[C:6]([O:9][C:10]1[CH:17]=[CH:16][C:13]([CH:14]=[CH2:15])=[CH:12][CH:11]=1)(=[O:8])[CH3:7].ICI>C1(C)C=CC=CC=1>[CH:14]1([C:13]2[CH:16]=[CH:17][C:10]([O:9][C:6](=[O:8])[CH3:7])=[CH:11][CH:12]=2)[CH2:1][CH2:15]1. Procedure: To a solution of diethylzinc (200 mL, 0.220 mol, 1.1 M in toluene) in toluene (270 mL) was added 4-acetoxystyrene (16.8 mL, 0.110 mol) and subsequently diiodomethane (23.0 mL, 0.286 mol). After the reaction mixture was stirred at rt for 5 hours, it was heated at reflux for 12 hours. The reaction was quenched with aqueous 2N HCl. The organic layer was separated and washed with brine, dried over Na2SO4, filtered, and the filtrate was concentrated under reduced pressure to afford the title compound... Reactants: C(C)(=O)NC=1N=C(C2=C(N1)N=CC(=C2)C=C(C)C2=CC=C(C=C2)C(=O)O)O (2-acetamido-4-hydroxy-6-[2-(4-carboxyphenyl)prop-1-enyl]pyrido[2,3-d]pyrimidine), CN1CCOCC1 (N-methylmorpholine), C1(=CC=CC=C1)NP(OC1=CC=CC=C1)(=O)Cl (phenyl N-phenylphosphoramidochloridate), N[C@@H](CCC(=O)OCC)C(=O)OCC (diethyl L-glutamate). Solvent: CN1C(CCC1)=O (N-methylpyrrolidinone). Run at time 1 hour. Yields the product C(C)(=O)NC=1N=C(C2=C(N1)N=CC(=C2)C=C(C)C2=CC=C(CN[C@@H](CCC(=O)OCC)C(=O)OCC)C=C2)O (Diethyl N-(4-[1-(2-acetamido-4-hydroxypyrido[2,3-d]pyrimidin-6-yl)propen-2-yl]benzyl)-L-glutamate). As a reaction SMILES: [C:1]([NH:4][C:5]1[N:6]=[C:7]([OH:27])[C:8]2[CH:14]=[C:13]([CH:15]=[C:16]([C:18]3[CH:23]=[CH:22][C:21]([C:24](O)=O)=[CH:20][CH:19]=3)[CH3:17])[CH:12]=[N:11][C:9]=2[N:10]=1)(=[O:3])[CH3:2].CN1CCOCC1.C1(NP(Cl)(=O)OC2C=CC=CC=2)C=CC=CC=1.[NH2:52][C@H:53]([C:61]([O:63][CH2:64][CH3:65])=[O:62])[CH2:54][CH2:55][C:56]([O:58][CH2:59][CH3:60])=[O:57]>CN1CCCC1=O>[C:1]([NH:4][C:5]1[N:6]=[C:7]([OH:27])[C:8]2[CH:14]=[C:13]([CH:15]=[C:16]([C:18]3[CH:19]=[CH:20][C:21]([CH2:24][NH:52][C@H:53]([C:61]([O:63][CH2:64][CH3:65])=[O:62])[CH2:54][CH2:55][C:56]([O:58][CH2:59][CH3:60])=[O:57])=[CH:22][CH:23]=3)[CH3:17])[CH:12]=[N:11][C:9]=2[N:10]=1)(=[O:3])[CH3:2]. Procedure details: To a solution of 0.2 g of 2-acetamido-4-hydroxy-6-[2-(4-carboxyphenyl)prop-1-enyl]pyrido[2,3-d]pyrimidine in 50 mL of N-methylpyrrolidinone containing 0.18 g of N-methylmorpholine was added 0.22 g of phenyl N-phenylphosphoramidochloridate in a single portion. After stirring the mixture at room temperature for 1 hour, 0.20 g of diethyl L-glutamate was added. The reaction mixture was stirred overnight, the solvent was removed under reduced pressure and the residue was triturated with chloroform. T... The reactants are ClCCN1N=NN(C1=O)CC (1-(2-chloroethyl)-4-ethyl-1,4-dihydro-5H-tetrazol-5-one), COCC1(CCNCC1)N(C(CC)=O)C1=CC=CC=C1 (N-[4-(methoxymethyl)-4-piperidinyl]-N-phenylpropanamide), C([O-])([O-])=O.[Na+].[Na+] (sodium carbonate), [I-].[K+] (potassium iodide). The solvent is CC(CC(C)=O)C (4-methyl-2-pentanone), O (water). The product is O.Cl.C(C)N1N=NN(C1=O)CCN1CCC(CC1)(COC)N(C(CC)=O)C1=CC=CC=C1 (N-{1-[2-(4-ethyl-4,5-dihydro-5-oxo-1H-tetrazol-1-yl)ethyl]-4-(methoxymethyl)-4-piperidinyl}-N-phenylpropanamide monohydrochloride monohydrate). Yield: 33.3%. Reaction SMILES: [Cl:1][CH2:2][CH2:3][N:4]1[C:8](=[O:9])[N:7]([CH2:10][CH3:11])[N:6]=[N:5]1.[CH3:12][O:13][CH2:14][C:15]1([N:21]([C:26]2[CH:31]=[CH:30][CH:29]=[CH:28][CH:27]=2)[C:22](=[O:25])[CH2:23][CH3:24])[CH2:20][CH2:19][NH:18][CH2:17][CH2:16]1.C(=O)([O-])[O-].[Na+].[Na+].[I-].[K+]>O.CC(C)CC(=O)C>[OH2:9].[ClH:1].[CH2:10]([N:7]1[C:8](=[O:9])[N:4]([CH2:3][CH2:2][N:18]2[CH2:19][CH2:20][C:15]([N:21]([C:26]3[CH:31]=[CH:30][CH:29]=[CH:28][CH:27]=3)[C:22](=[O:25])[CH2:23][CH3:24])([CH2:14][O:13][CH3:12])[CH2:16][CH2:17]2)[N:5]=[N:6]1)[CH3:11] |f:2.3.4,5.6,9.10.11|. Procedure: A mixture of 1.8 parts of 1-(2-chloroethyl)-4-ethyl-1,4-dihydro-5H-tetrazol-5-one, 3.45 parts of N-[4-(methoxymethyl)-4-piperidinyl]-N-phenylpropanamide, 5 parts of sodium carbonate, 0.2 parts of potassium iodide and 240 parts of 4-methyl-2-pentanone is stirred and refluxed overnight with water-separator. The reaction mixture is poured onto water and the layers are separated. The organic phase is dried, filtered and evaporated. The residue is purified by column-chromatography over silica gel usi... The reactants are BrC=1C=CC2=C(N(C(=N2)[C@H](CC)NC(OC(C)(C)C)=O)COC)C1 ((S)-tert-butyl (1-(6-bromo-1-(methoxymethyl)-1H-benzo[d]imidazol-2-yl)propyl)carbamate), [Br-].C1(CCC1)[Zn+] (cyclobutylzinc bromide), O1CCCC1 (tetrahydrofuran), B(Br)(Br)Br (boron tribromide). The reagents and catalysts are C1=CC=C(C=C1)P(C2=CC=CC=C2)[C]3[CH][CH][CH][CH]3.C1=CC=C(C=C1)P(C2=CC=CC=C2)[C]3[CH][CH][CH][CH]3.Cl[Pd]Cl.[Fe] ([1,1-bis(diphenylphosphino)ferrocene]dichloropalladium(11)). Run at time 5 day. Product: C1(CCC1)C1=CC2=C(NC(=N2)C(CC)N)C=C1 (1-(5-Cyclobutyl-1H-benzimidazol-2-yl)propylamine). Isolated yield 13.0%. RXN SMILES: Br[C:2]1[CH:3]=[CH:4][C:5]2[N:9]=[C:8]([C@@H:10]([NH:13]C(=O)OC(C)(C)C)[CH2:11][CH3:12])[N:7](COC)[C:6]=2[CH:24]=1.[Br-].[CH:26]1([Zn+])[CH2:29][CH2:28][CH2:27]1.O1CCCC1.B(Br)(Br)Br>C1C=CC(P([C]2[CH][CH][CH][CH]2)C2C=CC=CC=2)=CC=1.C1C=CC(P([C]2[CH][CH][CH][CH]2)C2C=CC=CC=2)=CC=1.Cl[Pd]Cl.[Fe]>[CH:26]1([C:2]2[CH:3]=[CH:4][C:5]3[NH:9][C:8]([CH:10]([NH2:13])[CH2:11][CH3:12])=[N:7][C:6]=3[CH:24]=2)[CH2:29][CH2:28][CH2:27]1 |f:1.2,5.6.7.8,^1:44,45,46,47,48,62,63,64,65,66|. Procedure details: Argon was bubbled through a mixture of (S)-tert-butyl (1-(6-bromo-1-(methoxymethyl)-1H-benzo[d]imidazol-2-yl)propyl)carbamate (Preparation 19, 218 mg, 0.55 mmol), [1,1-bis(diphenylphosphino)ferrocene]dichloropalladium(11) (45.0 mg, 0.0615 mmol), and cyclobutylzinc bromide in tetrahydrofuran (0.5 M, 5.5 mL, 2.8 mmol) for 5 minutes. The mixture was then heated at reflux for 18 hours. After cooling, the reaction was concentrated in vacuo, redissolved in ethyl acetate, and washed with water and brin... Reactants: Cc1ccccc1, [Cl-], O=[N+]([O-])c1cnc(Cl)c([N+](=O)[O-])c1, [H-], [NH4+], [Na+], OCCO. Product: O=[N+]([O-])c1cnc(OCCO)c([N+](=O)[O-])c1. RXN SMILES: [CH3:1][c:2]1[cH:3][cH:4][cH:5][cH:6][cH:7]1.[Cl-:23].[Cl:10][c:11]1[n:12][cH:13][c:14]([N+:20](=[O:21])[O-:22])[cH:15][c:16]1[N+:17](=[O:18])[O-:19].[H-:8].[NH4+:24].[Na+:9].[OH:25][CH2:26][CH2:27][OH:28]>>[c:11]1([O:25][CH2:26][CH2:27][OH:28])[n:12][cH:13][c:14]([N+:20](=[O:21])[O-:22])[cH:15][c:16]1[N+:17](=[O:18])[O-:19]. Starting materials: C(CC)C1=CC=C(C=C1)C(=O)N=C=S (4-propyl-1-benzenecarbonyl isothiocyanate), C(CC)C1=CC=C(C=C1)C(=O)Cl (4-propyl-1-benzenecarbonyl chloride), COC=1C=C2C(=CC=NC2=CC1OC)OC1=C(C=C(N)C=C1)F (4-[(6,7-Dimethoxy-4-quinolyl)oxy]-3-fluoroaniline). Run in C(C)O (ethanol), C(C)O (ethanol), C1(=CC=CC=C1)C (toluene). Run at time 2 hour. Yields the product C(CC)C1=CC=C(C=C1)C(=O)N=C=S (4-Propyl-1-benzenecarbonyl isothiocyanate), COC=1C=C2C(=CC=NC2=CC1OC)OC1=C(C=C(C=C1)NC(=S)NC(C1=CC=C(C=C1)CCC)=O)F (N-{4-[(6,7-Dimethoxy-4-quinolyl)oxy]-3-fluorophenyl}-N′-(4-propylbenzoyl)thiourea). Yield: 86.0%. RXN SMILES: C(C1C=CC(C(Cl)=O)=CC=1)CC.[CH3:13][O:14][C:15]1[CH:16]=[C:17]2[C:22](=[CH:23][C:24]=1[O:25][CH3:26])[N:21]=[CH:20][CH:19]=[C:18]2[O:27][C:28]1[CH:34]=[CH:33][C:31]([NH2:32])=[CH:30][C:29]=1[F:35].[CH2:36]([C:39]1[CH:44]=[CH:43][C:42]([C:45]([N:47]=[C:48]=[S:49])=[O:46])=[CH:41][CH:40]=1)[CH2:37][CH3:38]>C1(C)C=CC=CC=1.C(O)C>[CH2:36]([C:39]1[CH:44]=[CH:43][C:42]([C:45]([N:47]=[C:48]=[S:49])=[O:46])=[CH:41][CH:40]=1)[CH2:37][CH3:38].[CH3:13][O:14][C:15]1[CH:16]=[C:17]2[C:22](=[CH:23][C:24]=1[O:25][CH3:26])[N:21]=[CH:20][CH:19]=[C:18]2[O:27][C:28]1[CH:34]=[CH:33][C:31]([NH:32][C:48]([NH:47][C:45](=[O:46])[C:42]2[CH:43]=[CH:44][C:39]([CH2:36][CH2:37][CH3:38])=[CH:40][CH:41]=2)=[S:49])=[CH:30][C:29]=1[F:35]. Reported procedure: 4-Propyl-1-benzenecarbonyl isothiocyanate was prepared using commercially available 4-propyl-1-benzenecarbonyl chloride (80 mg) as a starting compound according to the description of the literature. 4-[(6,7-Dimethoxy-4-quinolyl)oxy]-3-fluoroaniline (50 mg) was dissolved in toluene (5 ml) and ethanol (1 ml) to prepare a solution. A solution of 4-propyl-1-benzenecarbonyl isothiocyanate in ethanol (1 ml) was then added to the solution, and the mixture was stirred at room temperature for 2 hr. The r... Run in O (water), CS(=O)C (dimethylsulfoxide), O (water). Procedure details: 10.9 g of ethyl (Z)-2-(2-aminothiazol-4-yl)-2-hydroxyiminoacetate are dissolved in 25 ml of dimethylsulfoxide, and a solution of 14 g of anhydrous potassium carbonate in 13 ml of water is added thereto at a temperature of 15° to 20° C. The mixture is stirred at the same temperature for 20 minutes. 10 g of 3-bromo-2-pyrrolidone are added to said mixture at room temperature, and the mixture is stirred at the same temperature for 1.5 hours. 120 ml of water are added to the reaction mixture, and the... Yields the product NC=1SC=C(N1)/C(/C(=O)OCC)=N/OC1C(NCC1)=O (ethyl (Z)-2-(2-aminothiazol-4-yl)-2-[(2-pyrrolidon-3yl)oxyimino]acetate). As a reaction SMILES: [NH2:1][C:2]1[S:3][CH:4]=[C:5](/[C:7](=[N:13]/[OH:14])/[C:8]([O:10][CH2:11][CH3:12])=[O:9])[N:6]=1.C(=O)([O-])[O-].[K+].[K+].Br[CH:22]1[CH2:26][CH2:25][NH:24][C:23]1=[O:27]>CS(C)=O.O>[NH2:1][C:2]1[S:3][CH:4]=[C:5](/[C:7](=[N:13]/[O:14][CH:22]2[CH2:26][CH2:25][NH:24][C:23]2=[O:27])/[C:8]([O:10][CH2:11][CH3:12])=[O:9])[N:6]=1 |f:1.2.3|. Isolated yield 86.0%. Reaction conditions: time 20 minute. The reactants are BrC1C(NCC1)=O (3-bromo-2-pyrrolidone), C([O-])([O-])=O.[K+].[K+] (potassium carbonate), NC=1SC=C(N1)/C(/C(=O)OCC)=N/O (ethyl (Z)-2-(2-aminothiazol-4-yl)-2-hydroxyiminoacetate).